Dataset: the Open Reaction Database (ORD), a public repository of structured organic reaction records. Task: describe an organic reaction: reactants, conditions, products, and yield Starting materials: CO, C[Si](C)(C)C#Cc1ccc(O)c(C2NC(=O)CC(c3cccc(Cl)c3)C23C(=O)Nc2cc(Cl)ccc23)c1, [F-], [K+]. The product is C#Cc1ccc(O)c(C2NC(=O)CC(c3cccc(Cl)c3)C23C(=O)Nc2cc(Cl)ccc23)c1. As a reaction SMILES: [CH3:40][OH:41].[Cl:1][c:2]1[cH:3][cH:4][c:5]2[c:9]([cH:10]1)[NH:8][C:7](=[O:11])[C:6]21[CH:12]([c:25]2[c:26]([OH:37])[cH:27][cH:28][c:29]([C:31]#[C:32][Si:33]([CH3:34])([CH3:35])[CH3:36])[cH:30]2)[NH:13][C:14](=[O:24])[CH2:15][CH:16]1[c:17]1[cH:18][c:19]([Cl:23])[cH:20][cH:21][cH:22]1.[F-:38].[K+:39]>>[Cl:1][c:2]1[cH:3][cH:4][c:5]2[c:9]([cH:10]1)[NH:8][C:7](=[O:11])[C:6]21[CH:12]([c:25]2[c:26]([OH:37])[cH:27][cH:28][c:29]([C:31]#[CH:32])[cH:30]2)[NH:13][C:14](=[O:24])[CH2:15][CH:16]1[c:17]1[cH:18][c:19]([Cl:23])[cH:20][cH:21][cH:22]1. The reactants are C1(=CC=CC=C1)C(C(=O)O)OC1OCCCC1 (phenyl-[(tetrahydro-pyran-2-yloxy)]-acetic acid), NC=1C=C(C=NC1)C(=O)C1=CN(C=2N=CN=CC21)C(C)C ((5-Amino-pyridin-3-yl)-(7-isopropyl-7H-pyrrolo[2,3-d]pyrimidin-5-yl)-methanone). The product is C(C)(C)N1C=C(C2=C1N=CN=C2)C(=O)C=2C=C(C=NC2)NC(C(OC2OCCCC2)C2=CC=CC=C2)=O (N-[5-(7-Isopropyl-7H-pyrrolo[2,3-d]pyrimidine-5-carbonyl)-pyridin-3-yl]-2-phenyl-2-(tetrahydro-pyran-2-yloxy)-acetamide). As a reaction SMILES: [C:1]1([CH:7]([O:11][CH:12]2[CH2:17][CH2:16][CH2:15][CH2:14][O:13]2)[C:8]([OH:10])=O)[CH:6]=[CH:5][CH:4]=[CH:3][CH:2]=1.[NH2:18][C:19]1[CH:20]=[C:21]([C:25]([C:27]2[C:35]3[CH:34]=[N:33][CH:32]=[N:31][C:30]=3[N:29]([CH:36]([CH3:38])[CH3:37])[CH:28]=2)=[O:26])[CH:22]=[N:23][CH:24]=1>>[CH:36]([N:29]1[C:30]2[N:31]=[CH:32][N:33]=[CH:34][C:35]=2[C:27]([C:25]([C:21]2[CH:20]=[C:19]([NH:18][C:8](=[O:10])[CH:7]([C:1]3[CH:2]=[CH:3][CH:4]=[CH:5][CH:6]=3)[O:11][CH:12]3[CH2:17][CH2:16][CH2:15][CH2:14][O:13]3)[CH:24]=[N:23][CH:22]=2)=[O:26])=[CH:28]1)([CH3:38])[CH3:37]. Procedure details: The title compound was prepared according to the method described for Example 1 using phenyl-[(tetrahydro-pyran-2-yloxy)]-acetic acid (Preparation 236) and (5-Amino-pyridin-3-yl)-(7-isopropyl-7H-pyrrolo[2,3-d]pyrimidin-5-yl)-methanone (Preparation 95) to afford the title compound as a yellow solid in 68% yield, 60 mg. The reactants are NC=1C=CC(=C(C1)C(F)(F)F)Cl (5-amino-2-chlorobenzotrifluoride), C(=S)(N1C=NC=C1)N1C=NC=C1 (1,1′-thiocarbonyldiimidazole), C(=S)(N1C=NC=C1)N1C=NC=C1 (1,1′-thiocarbonyldiimidazole). Run in C(Cl)Cl (CH2Cl2). Run at time 45 minute. Product: ClC1=C(C=C(C=C1)N=C=S)C(F)(F)F (1-Chloro-4-isothiocyanato-2-trifluoromethyl-benzene). Reaction SMILES: [NH2:1][C:2]1[CH:3]=[CH:4][C:5]([Cl:12])=[C:6]([C:8]([F:11])([F:10])[F:9])[CH:7]=1.[C:13](N1C=CN=C1)(N1C=CN=C1)=[S:14]>C(Cl)Cl>[Cl:12][C:5]1[CH:4]=[CH:3][C:2]([N:1]=[C:13]=[S:14])=[CH:7][C:6]=1[C:8]([F:9])([F:10])[F:11]. Procedure details: To a 0° C. solution of 5-amino-2-chlorobenzotrifluoride (0.932 g, 4.76 mmol) in 30 mL CH2Cl2 was added 1,1′-thiocarbonyldiimidazole (0.976 g, 1.15 mmol). The reaction was warmed to RT and stirred for 45 min. The reaction was stirred for an additional 1 h, during which additional 1,1′-thiocarbonyldiimidazole (0.50 g and 0.20 g) was added at 30 min intervals. The reaction was concentrated down to a small volume and purified by short column silica gel chromatography using EtOAc:hexanes (15:75), to ... Yields the product C[C@@H]1CN(CCN1)C1=CC=C(C=C1)C(F)(F)F ((3R)-3-methyl-1-[4-(trifluoromethyl)phenyl]piperazine). Reaction SMILES: F[C:2]1[CH:7]=[CH:6][CH:5]=[CH:4][C:3]=1[N:8]1[CH2:13][CH2:12][NH:11][C@H:10]([CH3:14])[CH2:9]1.BrC1C=CC([C:22]([F:25])([F:24])[F:23])=CC=1>>[CH3:14][C@H:10]1[NH:11][CH2:12][CH2:13][N:8]([C:3]2[CH:4]=[CH:5][C:6]([C:22]([F:25])([F:24])[F:23])=[CH:7][CH:2]=2)[CH2:9]1. Starting materials: FC1=C(C=CC=C1)N1C[C@H](NCC1)C ((3R)-1-(2-fluorophenyl)-3-methylpiperazine), BrC1=CC=C(C=C1)C(F)(F)F (1-bromo-4-trifluoromethylbenzene). Procedure: The title compound was prepared following the procedure of Intermediate 5, but starting from 1-bromo-4-trifluoromethylbenzene. Purification by flash chromatography (CHCl3/MeOH) gave the title compound as a pale yellow solid. M+(ESI): 245.2. HPLC (Condition A), Rt: 2.31 min (HPLC purity: 97.5%). Product: C(C1=CC=CC=C1)SC=1NC2=C(N1)C=CC=C2 (2-benzylthiobenzimidazole). Reported procedure: 15 g of 2-mercaptobenzimidazole and 16.5 g of benzylbromide were dissolved in 50 ml of ethanol and the mixture was refluxed with a water bath for 5 hours. After cooling, the formed crystals were collected and recrystallized from ethanol to obtain 18 g of compound (7). Reaction SMILES: [SH:1][C:2]1[NH:3][C:4]2[CH:10]=[CH:9][CH:8]=[CH:7][C:5]=2[N:6]=1.[CH2:11](Br)[C:12]1[CH:17]=[CH:16][CH:15]=[CH:14][CH:13]=1>C(O)C>[CH2:11]([S:1][C:2]1[NH:3][C:4]2[CH:10]=[CH:9][CH:8]=[CH:7][C:5]=2[N:6]=1)[C:12]1[CH:17]=[CH:16][CH:15]=[CH:14][CH:13]=1. Starting materials: SC=1NC2=C(N1)C=CC=C2 (2-mercaptobenzimidazole), C(C1=CC=CC=C1)Br (benzylbromide). Run in C(C)O (ethanol). The yield is 77.6%. Starting materials: ClC=1OC(=C(N1)C1=CC=CC=C1)C1=CC=CC=C1 (2-Chloro-4,5-diphenyl-oxazole), ClS(=O)(=O)O (chlorosulfonic acid). Run in ClCCl (dichloromethane). Conditions: temperature 0 celsius. Product: C1(=CC=CC=C1)C=1NC(OC1C1=CC=CC=C1)=O (4,5-diphenyloxazolone). The yield is 75.0%. Reaction SMILES: Cl[C:2]1[O:3][C:4]([C:13]2[CH:18]=[CH:17][CH:16]=[CH:15][CH:14]=2)=[C:5]([C:7]2[CH:12]=[CH:11][CH:10]=[CH:9][CH:8]=2)[N:6]=1.ClS(O)(=O)=[O:21]>ClCCl>[C:7]1([C:5]2[NH:6][C:2](=[O:21])[O:3][C:4]=2[C:13]2[CH:18]=[CH:17][CH:16]=[CH:15][CH:14]=2)[CH:12]=[CH:11][CH:10]=[CH:9][CH:8]=1. Procedure details: 2-Chloro-4,5-diphenyl-oxazole from Step 2 (1.53 g, 6 mmol) was added to chlorosulfonic acid cooled to 0° C. (20 mL), and the stirred solution was warmed to room temperature for 1.0 hour. The mixture was added dropwise to ice and dichloromethane (50 mL) with stirring. The resultant layers were separated, and the organic layer was washed once with water and added to a 0° C. stirred solution of ammonium hydroxide (10 mL). The mixture was stirred for 1.0 hour and extracted with dichloromethane (3×50... Reactants: CCO (EtOH), [Na] (sodium), COC=1C=C2CCC(C2=CC1)=O (5-methoxy-1-indanone), S(=O)(=O)(C1=CC=C(C)C=C1)C[N+]#[C-] (tosylmethyl isocyanide). Procedure: Dissolve sodium metal (1.51 g, 66.0 mmol) in abs. EtOH (50 ml) and DME (100 ml) and add the resulting solution drop-wise to a mixture of 5-methoxy-1-indanone (3.57 g, 22.0 mmol), tosylmethyl isocyanide (6.45 g, 33.0 mmol) and DME (150 ml) cooled to −5° C. under nitrogen. After addition is complete (ca. one hour), allow mixture to slowly obtain ambient temperature and stir overnight. After cooling to 0° C., carefully quench with water and extract with EtOAc (2×). Wash the combined extracts with w... Yield: 66.9%. Run in COCCOC (DME), COCCOC (DME). The product is COC=1C=C2CCC(C2=CC1)C#N (5-methoxy-indan-1-carbonitrile). Reaction SMILES: [Na].CCO.[CH3:5][O:6][C:7]1[CH:8]=[C:9]2[C:13](=[CH:14][CH:15]=1)[C:12](=O)[CH2:11][CH2:10]2.S([CH2:27][N+:28]#[C-])(C1C=CC(C)=CC=1)(=O)=O>COCCOC>[CH3:5][O:6][C:7]1[CH:8]=[C:9]2[C:13](=[CH:14][CH:15]=1)[CH:12]([C:27]#[N:28])[CH2:11][CH2:10]2 |^1:0|. Run at temperature -5 celsius, time 8 hour.